From a dataset of the Open Reaction Database (ORD), a public repository of structured organic reaction records. describe an organic reaction: reactants, conditions, products, and yield The reactants are CC=1C=CC2=C(NC(C3=C(N2)C=CC=C3)=S)C1 (8-methyl-5,10-dihydro-11H-dibenzo[b,e][1,4]diazepine-11-thione), COC(CN)OC (amino acetaldehyde dimethyl acetal). The solvent is C(CCC)O (n-butanol). Product: COC(CNC=1C2=C(NC3=C(N1)C=C(C=C3)C)C=CC=C2)OC (8-methyl-[(5H-dibenzo[b,e][1,4]diazepin-11-yl)amino]-acetaldehyde dimethyl acetal). Reaction SMILES: [CH3:1][C:2]1[CH:3]=[CH:4][C:5]2[NH:11][C:10]3[CH:12]=[CH:13][CH:14]=[CH:15][C:9]=3[C:8](=S)[NH:7][C:6]=2[CH:17]=1.[CH3:18][O:19][CH:20]([O:23][CH3:24])[CH2:21][NH2:22]>C(O)CCC>[CH3:18][O:19][CH:20]([O:23][CH3:24])[CH2:21][NH:22][C:8]1[C:9]2[CH:15]=[CH:14][CH:13]=[CH:12][C:10]=2[NH:11][C:5]2[CH:4]=[CH:3][C:2]([CH3:1])=[CH:17][C:6]=2[N:7]=1. Reported procedure: In the manner given in Example 4, 8-methyl-5,10-dihydro-11H-dibenzo[b,e][1,4]diazepine-11-thione is treated with amino acetaldehyde dimethyl acetal in n-butanol to give 8-methyl-[(5H-dibenzo[b,e][1,4]diazepin-11-yl)amino]-acetaldehyde dimethyl acetal. Reactants: CC1CCC(CC(=O)O)(Cc2ccccc2)C1, C[Si](C)(C)C=[N+]=[N-], Cc1ccccc1, CO. Product: COC(=O)CC1(Cc2ccccc2)CCC(C)C1. RXN SMILES: [CH2:8]([c:9]1[cH:10][cH:11][cH:12][cH:13][cH:14]1)[C:15]1([CH2:21][C:22](=[O:23])[OH:24])[CH2:16][CH:17]([CH3:20])[CH2:18][CH2:19]1.[CH3:1][Si:2]([CH:3]=[N+:4]=[N-:5])([CH3:6])[CH3:7].[CH3:25][c:26]1[cH:27][cH:28][cH:29][cH:30][cH:31]1.[CH3:32][OH:33]>>[CH3:1][O:23][C:22]([CH2:21][C:15]1([CH2:8][c:9]2[cH:10][cH:11][cH:12][cH:13][cH:14]2)[CH2:16][CH:17]([CH3:20])[CH2:18][CH2:19]1)=[O:24].